Task: describe an organic reaction: reactants, conditions, products, and yield. Dataset: the Open Reaction Database (ORD), a public repository of structured organic reaction records The reactants are NCCCBr, Br, O=C([O-])[O-], [K+], [K+], C1COCCO1, O=C1NCN(c2ccccc2)C12CCNCC2. Yields the product NCCCN1CCC2(CC1)C(=O)NCN2c1ccccc1. RXN SMILES: [Br:19][CH2:20][CH2:21][CH2:22][NH2:23].[BrH:18].[C:24](=[O:25])([O-:26])[O-:27].[K+:28].[K+:29].[O:30]1[CH2:31][CH2:32][O:33][CH2:34][CH2:35]1.[c:1]1([N:7]2[CH2:8][NH:9][C:10](=[O:17])[C:11]23[CH2:12][CH2:13][NH:14][CH2:15][CH2:16]3)[cH:2][cH:3][cH:4][cH:5][cH:6]1>>[c:1]1([N:7]2[CH2:8][NH:9][C:10](=[O:17])[C:11]23[CH2:12][CH2:13][N:14]([CH2:20][CH2:21][CH2:22][NH2:23])[CH2:15][CH2:16]3)[cH:2][cH:3][cH:4][cH:5][cH:6]1. Reported procedure: After adding tetrahydrofuran (3.0 ml) and diethylamine (1.50 ml) to N-(4-{6-cyano-7-[(2R)-oxiran-2-yl]methoxyquinolin-4-yloxy}-2-chlorophenyl)-N′-methylurea (100 mg), the mixture was heated at 60° C. for 5 hours. The reaction solution was purified by NH silica gel column chromatography (ethyl acetate-methanol) to obtain the title compound (75 mg) as light yellow crystals. Solvent: O1CCCC1 (tetrahydrofuran). Reactants: C(C)NCC (diethylamine), C(#N)C=1C=C2C(=CC=NC2=CC1OC[C@@H]1OC1)OC1=CC(=C(C=C1)NC(=O)NC)Cl (N-(4-{6-cyano-7-[(2R)-oxiran-2-yl]methoxyquinolin-4-yloxy}-2-chlorophenyl)-N′-methylurea). As a reaction SMILES: [CH2:1]([NH:3][CH2:4][CH3:5])[CH3:2].[C:6]([C:8]1[CH:9]=[C:10]2[C:15](=[CH:16][C:17]=1[O:18][CH2:19][C@H:20]1[CH2:22][O:21]1)[N:14]=[CH:13][CH:12]=[C:11]2[O:23][C:24]1[CH:29]=[CH:28][C:27]([NH:30][C:31]([NH:33][CH3:34])=[O:32])=[C:26]([Cl:35])[CH:25]=1)#[N:7]>O1CCCC1>[C:6]([C:8]1[CH:9]=[C:10]2[C:15](=[CH:16][C:17]=1[O:18][CH2:19][C@H:20]([OH:21])[CH2:22][N:3]([CH2:4][CH3:5])[CH2:1][CH3:2])[N:14]=[CH:13][CH:12]=[C:11]2[O:23][C:24]1[CH:29]=[CH:28][C:27]([NH:30][C:31]([NH:33][CH3:34])=[O:32])=[C:26]([Cl:35])[CH:25]=1)#[N:7]. Conditions: temperature 60 celsius. Product: C(#N)C=1C=C2C(=CC=NC2=CC1OC[C@@H](CN(CC)CC)O)OC1=CC(=C(C=C1)NC(=O)NC)Cl (N-(4-{6-Cyano-7-[3-diethylamino-(2R)-2-hydroxypropoxy]quinolin-4-yloxy}-2-chlorophenyl)-N′-methylurea). Starting materials: NC=1C=CC2=C(N(C(CCC2(C)C)=O)CC(C)C)C1 (8-Amino-1-isobutyl-5,5-dimethyl-1,3,4,5-tetrahydro-benzo[b]azepin-2-one), ClC1=NC=C(C(=N1)NC1=C(C=C(C=C1)N1CCOCC1)OC)Cl ((2,5-Dichloro-pyrimidin-4-yl)-(2-methoxy-4-morpholin-4-yl-phenyl)-amine). The product is ClC=1C(=NC(=NC1)NC=1C=CC2=C(N(C(CCC2(C)C)=O)CC(C)C)C1)NC1=C(C=C(C=C1)N1CCOCC1)OC (8-[5-Chloro-4-(2-methoxy-4-morpholin-4-yl-phenylamino)-pyrimidin-2-ylamino]-1-isobutyl-5,5-dimethyl-1,3,4,5-tetrahydro-benzo[b]azepin-2-one), solid. The yield is 9.0%. As a reaction SMILES: [NH2:1][C:2]1[CH:3]=[CH:4][C:5]2[C:11]([CH3:13])([CH3:12])[CH2:10][CH2:9][C:8](=[O:14])[N:7]([CH2:15][CH:16]([CH3:18])[CH3:17])[C:6]=2[CH:19]=1.Cl[C:21]1[N:26]=[C:25]([NH:27][C:28]2[CH:33]=[CH:32][C:31]([N:34]3[CH2:39][CH2:38][O:37][CH2:36][CH2:35]3)=[CH:30][C:29]=2[O:40][CH3:41])[C:24]([Cl:42])=[CH:23][N:22]=1>>[Cl:42][C:24]1[C:25]([NH:27][C:28]2[CH:33]=[CH:32][C:31]([N:34]3[CH2:35][CH2:36][O:37][CH2:38][CH2:39]3)=[CH:30][C:29]=2[O:40][CH3:41])=[N:26][C:21]([NH:1][C:2]2[CH:3]=[CH:4][C:5]3[C:11]([CH3:12])([CH3:13])[CH2:10][CH2:9][C:8](=[O:14])[N:7]([CH2:15][CH:16]([CH3:17])[CH3:18])[C:6]=3[CH:19]=2)=[N:22][CH:23]=1. Procedure: The title compound was prepared with a procedure analogous to that used to prepare example 381 by combining 8-Amino-1-isobutyl-5,5-dimethyl-1,3,4,5-tetrahydro-benzo[b]azepin-2-one and (2,5-Dichloro-pyrimidin-4-yl)-(2-methoxy-4-morpholin-4-yl-phenyl)-amine to yield a colorless solid (9%). LCMS: m/z=579.59 (M+H+), 1H NMR (400 MHz, CDCl3) δ 8.22 (d, 1H, J=8.8 Hz), 8.05 (d, 1H, J=1.0 Hz), 7.67 (bs, 1H), 7.62 (bs, 1H), 7.22 (m, 3H), 6.55 (d, 1H, J=1.5 Hz), 6.48 (dd, 1H, J=8.8, 1.5 Hz), 3.93 (s, 3H), ... The reactants are C(C1=CC=CC=C1)N(C1=NC=NC2=C1N=C(N=C2N2CCOCC2)Cl)C (8-(N-benzyl-methylamino)-2-chloro-4-morpholino-pyrimido-[5,4-d]-pyrimidine), N1CCNCC1 (piperazine). Yields the product C(C1=CC=CC=C1)N(C1=NC=NC2=C1N=C(N=C2N2CCOCC2)N2CCNCC2)C (8-(N-Benzyl-methylamino)-4-morpholino-2-piperazino-pyrimido-[5,4-d]-pyrimidine). RXN SMILES: [CH2:1]([N:8]([CH3:26])[C:9]1[C:14]2[N:15]=[C:16](Cl)[N:17]=[C:18]([N:19]3[CH2:24][CH2:23][O:22][CH2:21][CH2:20]3)[C:13]=2[N:12]=[CH:11][N:10]=1)[C:2]1[CH:7]=[CH:6][CH:5]=[CH:4][CH:3]=1.[NH:27]1[CH2:32][CH2:31][NH:30][CH2:29][CH2:28]1>>[CH2:1]([N:8]([CH3:26])[C:9]1[C:14]2[N:15]=[C:16]([N:27]3[CH2:32][CH2:31][NH:30][CH2:29][CH2:28]3)[N:17]=[C:18]([N:19]3[CH2:24][CH2:23][O:22][CH2:21][CH2:20]3)[C:13]=2[N:12]=[CH:11][N:10]=1)[C:2]1[CH:7]=[CH:6][CH:5]=[CH:4][CH:3]=1. Procedure details: This compound was prepared analogous to Example 118 from 8-(N-benzyl-methylamino)-2-chloro-4-morpholino-pyrimido-[5,4-d]-pyrimidine (m.p.: 121°-123° C.) and piperazine. Reactants: C[O-].[Na+] (sodium methylate), COC(C(C(=O)OC)OC1=C(C=CC=C1)OC)=O (dimethyl-(o-methoxyphenoxy)malonate), Cl.C(=N)N (formamidine hydrochloride). Solvent: CO (methanol). Conditions: time 30 minute. Yields the product COC1=C(OC=2C(=NC=NC2O)O)C=CC=C1 (5-(o-methoxyphenoxy)-4,6-dihydroxy-pyrimidine). Isolated yield 86.7%. As a reaction SMILES: C[O-].[Na+].C[O:5][C:6](=O)[CH:7]([O:12][C:13]1[CH:18]=[CH:17][CH:16]=[CH:15][C:14]=1[O:19][CH3:20])[C:8](OC)=[O:9].Cl.[CH:23]([NH2:25])=[NH:24]>CO>[CH3:20][O:19][C:14]1[CH:15]=[CH:16][CH:17]=[CH:18][C:13]=1[O:12][C:7]1[C:8]([OH:9])=[N:24][CH:23]=[N:25][C:6]=1[OH:5] |f:0.1,3.4|. Reported procedure: At 5° C. sodium methylate (12.7 g) was added portionwise to a solution of dimethyl-(o-methoxyphenoxy)malonate (18.9 g) in methanol (450 ml). Upon completion of the addition stirring was continued at r.t. for 30 min followed by the addition of formamidine hydrochloride (6 g). The mixture was stirred at r.t. for 72 h. Eventually, the solvent was removed under reduced pressure and the remaining residue was suspended in diethyl ether. The solid material was filtered off and dissolved in water (100 m... Reactants: [OH-].[Na+] (sodium hydroxide), C1(CCCCC1)S(=O)(=O)C1=C(N=C2N1C=CC(=C2)C(=O)N(CC)CC)C(C)C (3-Cyclohexylsulfonyl-N,N-diethyl-2-isopropylimidazo[1,2-a]pyridine-7-carboxamide), C(C)OCC (diethyl ether). Solvent: C(C(C)C)O (isobutyl alcohol). Run at time 8 hour. The product is C1(CCCCC1)S(=O)(=O)C1=C(N=C2N1C=CC(=C2)C(=O)O)C(C)C (3-cyclohexylsulfonyl-2-isopropylimidazo[1,2-a]pyridine-7-carboxylic acid). The yield is 42.0%. Reaction SMILES: [CH:1]1([S:7]([C:10]2[N:14]3[CH:15]=[CH:16][C:17]([C:19](N(CC)CC)=[O:20])=[CH:18][C:13]3=[N:12][C:11]=2[CH:26]([CH3:28])[CH3:27])(=[O:9])=[O:8])[CH2:6][CH2:5][CH2:4][CH2:3][CH2:2]1.[OH-].[Na+].C([O:33]CC)C>C(O)C(C)C>[CH:1]1([S:7]([C:10]2[N:14]3[CH:15]=[CH:16][C:17]([C:19]([OH:20])=[O:33])=[CH:18][C:13]3=[N:12][C:11]=2[CH:26]([CH3:27])[CH3:28])(=[O:8])=[O:9])[CH2:2][CH2:3][CH2:4][CH2:5][CH2:6]1 |f:1.2|. Procedure: Compound 13 (237 mg, 0.584 mmol) was dissolved in isobutyl alcohol (1.2 mL), and the solution was stirred overnight under heat and reflux after adding a 5 mol/L sodium hydroxide aqueous solution (1.2 mL). The reaction mixture was stirred after adding diethyl ether, and the aqueous layer was removed. Then, 3 mol/L hydrochloric acid (2.0 mL) was added to the aqueous layer, and the mixture was stirred. The precipitated crystals were collected by filteration to give 3-cyclohexylsulfonyl-2-isopropyli... Starting materials: CCOC(=O)CN1CC2CCCC2C1=O, CO, N. Product: NC(=O)CN1CC2CCCC2C1=O. Reaction SMILES: [CH2:1]([O:3][C:4](=[O:2])[CH2:5][N:6]1[C:7](=[O:14])[CH:8]2[CH:9]([CH2:10]1)[CH2:11][CH2:12][CH2:13]2)[CH3:15].[CH3:17][OH:18].[NH3:16]>>[O:3]=[C:4]([CH2:5][N:6]1[C:7](=[O:14])[CH:8]2[CH:9]([CH2:10]1)[CH2:11][CH2:12][CH2:13]2)[NH2:16]. Reactants: C(Cl)Cl (CH2Cl2), BrCC1CC1 ((Bromomethyl)cyclopropane), C(=O)([O-])[O-].[K+].[K+] (K2CO3), C(C)NC([O-])=O.OC=1C=CC=2C(C3C(CNC3)C2C1)C (N-ethylcarbamate 5-hydroxy-8-methyl-1,2,3,3a,8,8a-hexahydroindeno[1,2-c]pyrrole). Run in O (H2O), CC#N (CH3CN). Conditions: temperature 80 celsius, time 8 hour. Yields the product C1(CC1)COC=1C(=CC=2C(C3C(CNC3)C2C1)C)Cl (5-Cyclopropylmethoxy-6-chloro-8-methyl-1,2,3,3a,8,8a-hexahydroindeno[1,2-c]pyrrole). RXN SMILES: Br[CH2:2][CH:3]1[CH2:5][CH2:4]1.C([O-])([O-])=O.[K+].[K+].C(NC(=O)[O-])C.[OH:18][C:19]1[CH:20]=[CH:21][C:22]2[CH:23]([CH3:31])[CH:24]3[CH2:28][NH:27][CH2:26][CH:25]3[C:29]=2[CH:30]=1.C(Cl)[Cl:33]>CC#N.O>[CH:5]1([CH2:4][O:18][C:19]2[C:20]([Cl:33])=[CH:21][C:22]3[CH:23]([CH3:31])[CH:24]4[CH2:28][NH:27][CH2:26][CH:25]4[C:29]=3[CH:30]=2)[CH2:3][CH2:2]1 |f:1.2.3,4.5|. Procedure: (Bromomethyl)cyclopropane (13 mg, 0.09 mmol) and K2CO3 (24 mg, 0.17 mmol) were added to a solution of N-ethylcarbamate-5-hydroxy-8-methyl-1,2,3,3a,8,8a-hexahydroindeno[1,2-c]pyrrole (23 mg, 0.09 mmol) in CH3CN, and stirred overnight at 80° C. The reaction mixture was diluted with H2O and CH2Cl2, and filtered through an Extrelut column. The column was washed with CH2Cl2, and the filtrate was concentrated. The subtitle compound was obtained without further purification. MS calculated for C19H25NO3...